From a dataset of the Open Reaction Database (ORD), a public repository of structured organic reaction records. describe an organic reaction: reactants, conditions, products, and yield Starting materials: C(CC)(=O)NC(=O)N1C(CC2=CC(=CC=C12)Cl)=O (1-(N-propionylcarbamoyl)-5-chlorooxindole), C(C)(=O)NC(=O)N1C(CC2=CC(=CC=C12)F)=O (1-(N-acetylcarbamoyl)-5-fluorooxindole), C(C1=CC=CC=C1)(=O)NC(=O)N1C(CC2=CC(=CC=C12)F)=O (1-(N-benzoyl-carbamoyl)-5-fluorooxindole), C(CC)(=O)NC(=O)N1C(CC2=CC(=CC=C12)Br)=O (1-(N-propionylcarbamoyl)-5-bromooxindole), 1-(N-i-butyrylcarbamoyl)-5-bromooxindole, C(C(C)(C)C)(=O)NC(=O)N1C(CC2=CC(=CC=C12)Cl)=O (1-(N-pivaloylcarbamoyl)-5-chlorooxindole), C(CCC)(=O)NC(=O)N1C(CC2=CC(=CC=C12)F)=O (1-(N-butyrylcarbamoyl)-5-fluorooxindole), C(C1=CC=CC=C1)(=O)NC(=O)N1C(CC2=CC(=CC=C12)Br)=O (1-(N-benzoylcarbamoyl)-5-bromooxindole). Yields the product C(C1=CC=CC=C1)(=O)NC(=O)N1C(CC2=CC(=CC=C12)Cl)=O (1-(N-Benzoylcarbamoyl)-5-chlorooxindole). As a reaction SMILES: [C:1]([NH:5][C:6]([N:8]1[C:16]2[C:11](=[CH:12][C:13]([Cl:17])=[CH:14][CH:15]=2)[CH2:10][C:9]1=[O:18])=[O:7])(=[O:4])[CH2:2][CH3:3].C(NC(N1C2[C:31](=[CH:32]C(Cl)=CC=2)[CH2:30][C:29]1=O)=O)(=O)C(C)(C)C.C(NC(N1C2C(=CC(F)=CC=2)CC1=O)=O)(=O)CCC.C(NC(N1C2C(=CC(F)=CC=2)CC1=O)=O)(=O)C1C=CC=CC=1.C(NC(N1C2C(=CC(F)=CC=2)CC1=O)=O)(=O)C.C(NC(N1C2C(=CC(Br)=CC=2)CC1=O)=O)(=O)C1C=CC=CC=1.C(NC(N1C2C(=CC(Br)=CC=2)CC1=O)=O)(=O)CC>>[C:1]([NH:5][C:6]([N:8]1[C:16]2[C:11](=[CH:12][C:13]([Cl:17])=[CH:14][CH:15]=2)[CH2:10][C:9]1=[O:18])=[O:7])(=[O:4])[C:2]1[CH:32]=[CH:31][CH:30]=[CH:29][CH:3]=1. Procedure: Using a similar procedure, 1-(N-propionylcarbamoyl)-5-chlorooxindole, 1-(N-pivaloylcarbamoyl)-5-chlorooxindole, 1-(N-butyrylcarbamoyl)-5-fluorooxindole, 1-(N-benzoyl-carbamoyl)-5-fluorooxindole, 1-(N-acetylcarbamoyl)-5-fluorooxindole, 1-(N-benzoylcarbamoyl)-5-bromooxindole, 1-(N-i-butyrylcarbamoyl)-5-bromooxindole and 1-(N-propionylcarbamoyl)-5-bromooxindole are prepared. The reactants are P(Cl)(Cl)(Cl)(Cl)Cl (Phosphorus pentachloride), CC1CCC(O1)C=1CS[C@H]2N(C1C(=O)OCC1=CC=C(C=C1)OC)C([C@H]2NC(CC2=CC=CC=C2)=O)=O (4-methoxybenzyl (6R,7R)-3-(5-methyltetrahydrofuran-2-yl)-7-phenylacetamidoceph-3-em-4-carboxylate), CO (methanol), CN1CCOCC1 (N-methylmorpholine). Solvent: ClCCl (dichloromethane), O (Water), ClCCl (dichloromethane). Conditions: temperature -10 celsius, time 45 minute. Yields the product N[C@H]1[C@@H]2N(C(=C(CS2)[C@H]2O[C@H](CC2)C)C(=O)OCC2=CC=C(C=C2)OC)C1=O (4-methoxybenzyl (6R,7R)-7-amino-3-[(5S,2S)-5-methyltetrahydrofuran-2-yl]ceph-3-em-4-carboxylate). Yield: 32.0%. RXN SMILES: P(Cl)(Cl)(Cl)(Cl)Cl.[CH3:7][CH:8]1[O:12][CH:11]([C:13]2[CH2:14][S:15][C@@H:16]3[C@H:32]([NH:33]C(=O)CC4C=CC=CC=4)[C:31](=[O:43])[N:17]3[C:18]=2[C:19]([O:21][CH2:22][C:23]2[CH:28]=[CH:27][C:26]([O:29][CH3:30])=[CH:25][CH:24]=2)=[O:20])[CH2:10][CH2:9]1.CN1CCOCC1.CO>ClCCl.O>[NH2:33][C@@H:32]1[C:31](=[O:43])[N:17]2[C:18]([C:19]([O:21][CH2:22][C:23]3[CH:24]=[CH:25][C:26]([O:29][CH3:30])=[CH:27][CH:28]=3)=[O:20])=[C:13]([C@@H:11]3[CH2:10][CH2:9][C@H:8]([CH3:7])[O:12]3)[CH2:14][S:15][C@H:16]12. Procedure: Phosphorus pentachloride (754mg, 3.62mmol) in dichloromethane (19ml) was added to 4-methoxybenzyl (6R,7R)-3-(5-methyltetrahydrofuran-2-yl)-7-phenylacetamidoceph-3-em-4-carboxylate (containing some of the Δ2-isomer) (1.26g, 2.41mmol) and N-methylmorpholine (531gl, 4.83mmol) in dichloromethane (15ml) at -25° C. The reaction was stirred at -10±5° C. for 45 min., then methanol (5ml) was added, and stirring was continued for 45 min. at room temperature. Water (10ml) was then added, and the mixture vi... Reactants: Cl (hydrochloric acid), ClC=CCN[C@H](C)C1=CC=CC2=CC=CC=C12 (3-chloro-N-[(1R)-1-(naphthalen-1-yl)ethyl]prop-2-en-1-amine), CN1C(CCC1)=O (N-methyl-2-pyrrolidone), FC(C=1C=C(C=CC1)[Mg]Br)(F)F (3-(trifluoromethyl)phenyl magnesium bromide). Reagents/catalysts: C/C(=C/C(=O)C)/[O-].C/C(=C/C(=O)C)/[O-].C/C(=C/C(=O)C)/[O-].[Fe+3] (iron acetylacetonate). The solvent is C1(=CC=CC=C1)C (Toluene), O (water), O1CCCC1 (tetrahydrofuran), O1CCCC1 (tetrahydrofuran). Run at temperature 2.5 celsius, time 17.5 minute. The product is Cl.C1(=CC=CC2=CC=CC=C12)[C@@H](C)NCC=CC1=CC(=CC=C1)C(F)(F)F (N-[(1R)-1-(naphthalen-1-yl)ethyl]-3-[3-(trifluoromethyl)phenyl]prop-2-en-1-amine hydrochloride). Isolated yield 70.2%. As a reaction SMILES: [Cl:1][CH:2]=[CH:3][CH2:4][NH:5][C@@H:6]([C:8]1[C:17]2[C:12](=[CH:13][CH:14]=[CH:15][CH:16]=2)[CH:11]=[CH:10][CH:9]=1)[CH3:7].CN1CCCC1=O.[F:25][C:26]([F:36])([F:35])[C:27]1[CH:28]=[C:29]([Mg]Br)[CH:30]=[CH:31][CH:32]=1.Cl>O1CCCC1.C/C(/[O-])=C/C(C)=O.C/C(/[O-])=C/C(C)=O.C/C(/[O-])=C/C(C)=O.[Fe+3].C1(C)C=CC=CC=1.O>[ClH:1].[C:8]1([C@H:6]([NH:5][CH2:4][CH:3]=[CH:2][C:31]2[CH:30]=[CH:29][CH:28]=[C:27]([C:26]([F:36])([F:35])[F:25])[CH:32]=2)[CH3:7])[C:17]2[C:12](=[CH:13][CH:14]=[CH:15][CH:16]=2)[CH:11]=[CH:10][CH:9]=1 |f:5.6.7.8,11.12|. Reported procedure: A solution of 3-chloro-N-[(1R)-1-(naphthalen-1-yl)ethyl]prop-2-en-1-amine (Example 1; 50 g), iron acetylacetonate (3.6 g) and N-methyl-2-pyrrolidone (1.0 g) in tetrahydrofuran (200 mL) at 0 to −5° C. was added to a solution of 3-(trifluoromethyl)phenyl magnesium bromide (Example 3) in tetrahydrofuran (150 mL) at −25° C. to −30° C. under inert atmosphere. The reaction mixture was stirred at 0 to 5° C. for 15 to 20 minutes. After the completion of the reaction, de-ionized water (75 mL) was added a... The reactants are C(C)C(=NO)C (methyl ethyl ketoxime), NCO, 445, [N-]=C=O (isocyanate), C(C)(=O)OCC.C(C(C)C)C(=O)C (ethyl acetate methyl isobutyl ketone), polyisocyanate. The product is C(O)C(CC)(CO)CO (trimethylolpropane), C(CCCCCN=C=O)N=C=O (hexamethylene diisocyanate). Reported procedure: A 60% ethyl acetate/methyl isobutyl ketone (1/1) solution (an NCO equivalent of 445) of a blocked isocyanate prepared by blocking a polyisocyanate formed by the reaction between 1 mole of trimethylolpropane and 3 moles of hexamethylene diisocyanate with methyl ethyl ketoxime. As a reaction SMILES: [N-:1]=[C:2]=[O:3].[CH2:4]([C:6](C)=[N:7]O)[CH3:5].[C:10](OCC)(=[O:12])C.[CH2:16]([C:20](C)=[O:21])[CH:17]([CH3:19])[CH3:18]>>[CH2:10]([C:16]([CH2:2][OH:3])([CH2:20][OH:21])[CH2:17][CH3:19])[OH:12].[CH2:6]([N:7]=[C:10]=[O:12])[CH2:4][CH2:5][CH2:16][CH2:17][CH2:18][N:1]=[C:2]=[O:3] |f:2.3|. Starting materials: C#CCN1CCc2ccc(N)cc2CC1, CNC(=O)c1ccccc1Nc1nc(Cl)ncc1Cl. Product: C#CCN1CCc2ccc(Nc3ncc(Cl)c(Nc4ccccc4C(=O)NC)n3)cc2CC1. RXN SMILES: [CH2:1]([C:2]#[CH:3])[N:4]1[CH2:5][CH2:6][c:7]2[c:8]([cH:11][c:12]([NH2:15])[cH:13][cH:14]2)[CH2:9][CH2:10]1.[Cl:16][c:17]1[n:18][cH:19][c:20]([Cl:34])[c:21]([NH:23][c:24]2[c:25]([C:26](=[O:27])[NH:28][CH3:29])[cH:30][cH:31][cH:32][cH:33]2)[n:22]1>>[CH2:1]([C:2]#[CH:3])[N:4]1[CH2:5][CH2:6][c:7]2[c:8]([cH:11][c:12]([NH:15][c:17]3[n:18][cH:19][c:20]([Cl:34])[c:21]([NH:23][c:24]4[c:25]([C:26](=[O:27])[NH:28][CH3:29])[cH:30][cH:31][cH:32][cH:33]4)[n:22]3)[cH:13][cH:14]2)[CH2:9][CH2:10]1. The reactants are O=C1c2ccccc2OC2(CCNCC2)CN1Cc1ccccc1, C1CCOC1, O=CCCc1ccccc1. Product: O=C1c2ccccc2OC2(CCN(CCCc3ccccc3)CC2)CN1Cc1ccccc1. As a reaction SMILES: [CH2:1]([c:2]1[cH:3][cH:4][cH:5][cH:6][cH:7]1)[N:8]1[CH2:9][C:10]2([O:11][c:12]3[c:13]([cH:16][cH:17][cH:18][cH:19]3)[C:14]1=[O:15])[CH2:20][CH2:21][NH:22][CH2:23][CH2:24]2.[O:35]1[CH2:36][CH2:37][CH2:38][CH2:39]1.[c:25]1([CH2:31][CH2:32][CH:33]=[O:34])[cH:26][cH:27][cH:28][cH:29][cH:30]1>>[CH2:1]([c:2]1[cH:3][cH:4][cH:5][cH:6][cH:7]1)[N:8]1[CH2:9][C:10]2([O:11][c:12]3[c:13]([cH:16][cH:17][cH:18][cH:19]3)[C:14]1=[O:15])[CH2:20][CH2:21][N:22]([CH2:33][CH2:32][CH2:31][c:25]1[cH:26][cH:27][cH:28][cH:29][cH:30]1)[CH2:23][CH2:24]2. Starting materials: CCCC(=O)C1C(=O)CC(c2cc3ccccc3o2)CC1=O, C=CCON, CCO. Yields the product C=CCONC(CCC)=C1C(=O)CC(c2cc3ccccc3o2)CC1=O. Reaction SMILES: [C:1]([CH2:2][CH2:3][CH3:4])(=[O:5])[CH:6]1[C:7](=[O:22])[CH2:8][CH:9]([c:13]2[cH:14][c:15]3[c:16]([o:17]2)[cH:18][cH:19][cH:20][cH:21]3)[CH2:10][C:11]1=[O:12].[CH2:23]([CH:24]=[CH2:25])[O:26][NH2:27].[CH3:28][CH2:29][OH:30]>>[C:1]([CH2:2][CH2:3][CH3:4])(=[C:6]1[C:7](=[O:22])[CH2:8][CH:9]([c:13]2[cH:14][c:15]3[c:16]([o:17]2)[cH:18][cH:19][cH:20][cH:21]3)[CH2:10][C:11]1=[O:12])[NH:27][O:26][CH2:23][CH:24]=[CH2:25].